Dataset: the Open Reaction Database (ORD), a public repository of structured organic reaction records. Task: describe an organic reaction: reactants, conditions, products, and yield Reactants: C(C)(C)(C)OC(=O)N1CC(CCC1)NC=1C=C2C=CN=C(C2=CC1)N (3-(1-aminoisoquinolin-6-ylamino)-piperidin-1-carboxylic acid tert-butyl ester). Run in ClCCl (dichloromethane), FC(C(=O)O)(F)F (trifluoroacetic acid). Conditions: time 3 hour. Product: N1CC(CCC1)NC=1C=C2C=CN=C(C2=CC1)N (6-(piperidin-3-ylamino)-isoquinolin-1-ylamine). As a reaction SMILES: C(OC([N:8]1[CH2:13][CH2:12][CH2:11][CH:10]([NH:14][C:15]2[CH:16]=[C:17]3[C:22](=[CH:23][CH:24]=2)[C:21]([NH2:25])=[N:20][CH:19]=[CH:18]3)[CH2:9]1)=O)(C)(C)C>ClCCl.FC(F)(F)C(O)=O>[NH:8]1[CH2:13][CH2:12][CH2:11][CH:10]([NH:14][C:15]2[CH:16]=[C:17]3[C:22](=[CH:23][CH:24]=2)[C:21]([NH2:25])=[N:20][CH:19]=[CH:18]3)[CH2:9]1. Procedure: To a degassed solution of 1-amino-6-bromoisoquinolin (554 mg), prepared as described in WO 98/47876 (Akzo Nobel N.V.), 3-aminopiperidine-1-carboxylic acid tert-butyl ester (823 mg), 2-(di-tert-butylphosphino)biphenyl and sodium tert-butoxide (367 mg) in dioxane (10 ml) under argon, was added tris(dibenzylidene-acetone)dipalladium(0). The mixture was further degassed with argon then heated at 120° C. for 90 minutes. The mixture was cooled to room temperature then diluted with methanol. The crude ...